From a dataset of the Open Reaction Database (ORD), a public repository of structured organic reaction records. describe an organic reaction: reactants, conditions, products, and yield The product is Cc1cccc2cc(Cn3nc(I)c4c(N)ncnc43)c(-c3ccccc3C(F)(F)F)nc12. As a reaction SMILES: [Cl:14][CH2:15][c:16]1[c:17](-[c:27]2[c:28]([C:33]([F:34])([F:35])[F:36])[cH:29][cH:30][cH:31][cH:32]2)[n:18][c:19]2[c:20]([CH3:26])[cH:21][cH:22][cH:23][c:24]2[cH:25]1.[H-:13].[I:1][c:2]1[n:3][nH:4][c:5]2[n:6][cH:7][n:8][c:9]([NH2:11])[c:10]12.[Na+:12].[O:37]=[CH:38][N:39]([CH3:40])[CH3:41]>>[I:1][c:2]1[n:3][n:4]([CH2:15][c:16]2[c:17](-[c:27]3[c:28]([C:33]([F:34])([F:35])[F:36])[cH:29][cH:30][cH:31][cH:32]3)[n:18][c:19]3[c:20]([CH3:26])[cH:21][cH:22][cH:23][c:24]3[cH:25]2)[c:5]2[n:6][cH:7][n:8][c:9]([NH2:11])[c:10]12. Starting materials: Cc1cccc2cc(CCl)c(-c3ccccc3C(F)(F)F)nc12, [H-], Nc1ncnc2[nH]nc(I)c12, [Na+], CN(C)C=O. Solvent: C1CCOC1 (THF). RXN SMILES: [I:1][C:2]1[CH:3]=[C:4]2[C:8](=[CH:9][CH:10]=1)[N:7]([C:11]([O:13][C:14]([CH3:17])([CH3:16])[CH3:15])=[O:12])[C:6](=[O:18])[C:5]2=[O:19].[CH2:20]1[C:28]2[C:23](=[CH:24][CH:25]=[CH:26][CH:27]=2)[CH2:22][NH:21]1>C1COCC1>[CH2:20]1[C:28]2[C:23](=[CH:24][CH:25]=[CH:26][CH:27]=2)[CH2:22][N:21]1[C:6](=[O:18])[C:5]([C:4]1[CH:3]=[C:2]([I:1])[CH:10]=[CH:9][C:8]=1[NH:7][C:11](=[O:12])[O:13][C:14]([CH3:15])([CH3:16])[CH3:17])=[O:19]. Starting materials: IC=1C=C2C(C(N(C2=CC1)C(=O)OC(C)(C)C)=O)=O (tert-butyl 5-iodo-2,3-dioxo-2,3-dihydroindole-1-carboxylate), C1NCC2=CC=CC=C12 (2,3-dihydro-1H-isoindole). The product is C1N(CC2=CC=CC=C12)C(C(=O)C1=C(C=CC(=C1)I)NC(OC(C)(C)C)=O)=O (tert-butyl {2-[2-(1,3-dihydroisoindol-2-yl)-2-oxoacetyl]-4-iodophenyl}-carbamate). Procedure: 62.41 g of tert-butyl 5-iodo-2,3-dioxo-2,3-dihydroindole-1-carboxylate are dissolved in dried THF, and 18.98 ml of 2,3-dihydro-1H-isoindole are added. The mixture is stirred at 25° C. for 30 min, evaporated to dryness in vacuo, and the residue is triturated with petroleum ether, filtration gives 82.3 g of tert-butyl {2-[2-(1,3-dihydroisoindol-2-yl)-2-oxoacetyl]-4-iodophenyl}-carbamate (beige solid); Reaction conditions: temperature 25 celsius, time 30 minute. Solvent: CN(C)C=O (DMF). Reactants: C(CCl)Cl (EDC), C(=O)(O)[O-].[Na+] (NaHCO3), O=C(CC(=O)O)NC=1C=NC=CC1 (3-Oxo-3-(pyridine-3-ylamino)propanoic acid), C=1C=CC2=C(C1)N=NN2O (HOBt), FC=1C=C(C=CC1OC1=C2C(=NC=C1)C=C(S2)C=2N(C=CN2)C)N (3-Fluoro-4-(2-(1-methyl-1H-imidazol-2-yl)thieno[3,2-b]pyridin-7-yloxy)benzenamine). Procedure details: To a solution of the acid 39 (58 mg, 0.32 mmol) and HOBt (47 mg, 0.35 mmol) in DMF (5 mL), was added amine 9 (108 mg, 0.32 mmol). After stirring for 5 min, EDC (75 mg, 0.39 mmol) was added and the reaction mixture was stirred overnight at room temperature then poured into dilute NaHCO3 solution and extracted with EtOAc. The extract was dried over anhydrous Na2SO4, filtered and concentrated. The residue was purified by preparative HPLC (Aquasil C-18, gradient: MeOH in water 60% to 95%) to afford ... Conditions: time 5 minute. Product: FC=1C=C(C=CC1OC1=C2C(=NC=C1)C=C(S2)C=2N(C=CN2)C)NC(CC(=O)NC=2C=NC=CC2)=O (N1-(3-Fluoro-4-(2-(1-methyl-1H-imidazol-2-yl)thieno[3,2-b]pyridin-7-yloxy)phenyl)-N3-(pyridine-3-yl)malonamide). RXN SMILES: [O:1]=[C:2]([NH:7][C:8]1[CH:9]=[N:10][CH:11]=[CH:12][CH:13]=1)[CH2:3][C:4]([OH:6])=O.C1C=CC2N(O)N=NC=2C=1.[F:24][C:25]1[CH:26]=[C:27]([NH2:47])[CH:28]=[CH:29][C:30]=1[O:31][C:32]1[CH:37]=[CH:36][N:35]=[C:34]2[CH:38]=[C:39]([C:41]3[N:42]([CH3:46])[CH:43]=[CH:44][N:45]=3)[S:40][C:33]=12.C(Cl)CCl.C([O-])(O)=O.[Na+]>CN(C=O)C>[F:24][C:25]1[CH:26]=[C:27]([NH:47][C:4](=[O:6])[CH2:3][C:2]([NH:7][C:8]2[CH:9]=[N:10][CH:11]=[CH:12][CH:13]=2)=[O:1])[CH:28]=[CH:29][C:30]=1[O:31][C:32]1[CH:37]=[CH:36][N:35]=[C:34]2[CH:38]=[C:39]([C:41]3[N:42]([CH3:46])[CH:43]=[CH:44][N:45]=3)[S:40][C:33]=12 |f:4.5|. Reactants: CCOC(C)=O, CC(C1OCC(C)(C)CO1)C1CCC2C3C(O)C=C4CC(O)C5OC5C4(C)C3CCC12C, CCCCCC, CC(C)=O, Cc1ccc(S(=O)(=O)O)cc1. Product: CC(C=O)C1CCC2C3C(O)C=C4CC(O)C5OC5C4(C)C3CCC12C. RXN SMILES: [C:50]([O:51][CH2:52][CH3:53])(=[O:54])[CH3:55].[CH3:1][C:2]1([CH3:3])[CH2:6][O:7][CH:5]([CH:8]([CH3:9])[CH:10]2[CH2:11][CH2:12][CH:13]3[CH:14]4[CH:15]([OH:31])[CH:16]=[C:17]5[CH2:18][CH:19]([OH:30])[CH:20]6[CH:21]([C:22]5([CH3:23])[CH:24]4[CH2:25][CH2:26][C:27]23[CH3:28])[O:29]6)[O:4][CH2:32]1.[CH3:44][CH2:45][CH2:46][CH2:47][CH2:48][CH3:49].[CH3:56][C:57](=[O:58])[CH3:59].[c:33]1([CH3:34])[cH:35][cH:36][c:37]([S:38]([OH:39])(=[O:40])=[O:41])[cH:42][cH:43]1>>[O:4]=[CH:5][CH:8]([CH3:9])[CH:10]1[CH2:11][CH2:12][CH:13]2[CH:14]3[CH:15]([OH:31])[CH:16]=[C:17]4[CH2:18][CH:19]([OH:30])[CH:20]5[CH:21]([C:22]4([CH3:23])[CH:24]3[CH2:25][CH2:26][C:27]12[CH3:28])[O:29]5. The reactants are C=O, O=CO, OC1(c2cc(F)cc(Cl)c2)CCNC1, [Na+], [Na+], O=C([O-])[O-]. Reaction SMILES: [CH2:24]=[O:25].[CH:21]([OH:22])=[O:23].[Cl:1][c:2]1[cH:3][c:4]([C:9]2([OH:14])[CH2:10][NH:11][CH2:12][CH2:13]2)[cH:5][c:6]([F:8])[cH:7]1.[Na+:15].[Na+:16].[O-:17][C:18](=[O:19])[O-:20]>>[Cl:1][c:2]1[cH:3][c:4]([C:9]2([OH:14])[CH2:10][N:11]([CH3:18])[CH2:12][CH2:13]2)[cH:5][c:6]([F:8])[cH:7]1. Product: CN1CCC(O)(c2cc(F)cc(Cl)c2)C1.